Dataset: the Open Reaction Database (ORD), a public repository of structured organic reaction records. Task: describe an organic reaction: reactants, conditions, products, and yield Reaction SMILES: [CH3:1][c:2]1[n:3][c:4]2[n:5]([cH:6][cH:7][c:8]3[c:13]2[NH:12][CH:11]([c:14]2[cH:15][cH:16][cH:17][cH:18][cH:19]2)[CH:10]([OH:20])[C:9]3([OH:21])[CH3:22])[c:23]1[CH3:24].[CH3:35][O:36][CH2:37][CH2:38][OH:39].[Na+:30].[OH:31][C:32](=[O:33])[O-:34].[S:25](=[O:26])(=[O:27])([OH:28])[OH:29]>>[CH3:1][c:2]1[n:3][c:4]2[n:5]([cH:6][cH:7][c:8]3[c:13]2[NH:12][CH:11]([c:14]2[cH:15][cH:16][cH:17][cH:18][cH:19]2)[CH:10]([OH:20])[C:9]3=[CH2:22])[c:23]1[CH3:24]. Yields the product C=C1c2ccn3c(C)c(C)nc3c2NC(c2ccccc2)C1O. Starting materials: Cc1nc2c3c(ccn2c1C)C(C)(O)C(O)C(c1ccccc1)N3, COCCO, [Na+], O=C([O-])O, O=S(=O)(O)O. The product is NC1=NC(=CC(=C1)C)CCO (2-amino-6-(2-hydroxyethyl)4-methylpyridine). Procedure details: 6-(2-Hydroxyethyl)-4-methyl-2-(2,5-dimethylpyrrol-1-yl)pyridine (457 mg, 1.98 mmol) was dissolved in 5.0 mL of 95% ethanol and 2.0 mL of water was added followed by 625 mg (8.99 mmol) of hydroxylamine hydrochloride and 350 mg (5.36 mmol) of 86% potassium hydroxide. The mixture was heated in a 100° C. oil bath for 24 h, the cooled to room temperature and partitoned between 15 mL of 2 N aqueous hydrochloric acid and 30 mL of dichloromethane. The aqueous layer was made strongly basic by the additio... Isolated yield 66.7%. Run at temperature 100 celsius. Reaction SMILES: [OH:1][CH2:2][CH2:3][C:4]1[N:9]=[C:8]([N:10]2C(C)=CC=C2C)[CH:7]=[C:6]([CH3:17])[CH:5]=1.Cl.NO.[OH-].[K+].Cl>C(O)C.ClCCl.O>[NH2:10][C:8]1[CH:7]=[C:6]([CH3:17])[CH:5]=[C:4]([CH2:3][CH2:2][OH:1])[N:9]=1 |f:1.2,3.4|. Run in ClCCl (dichloromethane), O (water), C(C)O (ethanol). Reactants: solid, [OH-].[K+] (potassium hydroxide), Cl (hydrochloric acid), OCCC1=CC(=CC(=N1)N1C(=CC=C1C)C)C (6-(2-Hydroxyethyl)-4-methyl-2-(2,5-dimethylpyrrol-1-yl)pyridine), [OH-].[K+] (potassium hydroxide), Cl.NO (hydroxylamine hydrochloride). Reactants: C(C1=CC=CC=C1)N1C(=CC=C1C1=CC=CC=C1)C=1C=C2C=CC(=CC2=CC1)O (6-(1-benzyl-5-phenyl-1H-pyrrol-2-yl)-2-naphthol), BrCC#N (bromoacetonitrile), C([O-])([O-])=O.[Cs+].[Cs+] (cesium carbonate), crude material. The solvent is C(Cl)Cl (methylene chloride). Run at time 70 minute. Product: C(C1=CC=CC=C1)N1C(=CC=C1C1=CC=CC=C1)C=1C=C2C=CC(=CC2=CC1)OCC#N ({[6-(1-benzyl-5-phenyl-1H-pyrrol-2-yl)-2-naphthyl]oxy}acetonitrile). The yield is 100.1%. As a reaction SMILES: [CH2:1]([N:8]1[C:12]([C:13]2[CH:18]=[CH:17][CH:16]=[CH:15][CH:14]=2)=[CH:11][CH:10]=[C:9]1[C:19]1[CH:20]=[C:21]2[C:26](=[CH:27][CH:28]=1)[CH:25]=[C:24]([OH:29])[CH:23]=[CH:22]2)[C:2]1[CH:7]=[CH:6][CH:5]=[CH:4][CH:3]=1.Br[CH2:31][C:32]#[N:33].C(=O)([O-])[O-].[Cs+].[Cs+]>C(Cl)Cl>[CH2:1]([N:8]1[C:12]([C:13]2[CH:14]=[CH:15][CH:16]=[CH:17][CH:18]=2)=[CH:11][CH:10]=[C:9]1[C:19]1[CH:20]=[C:21]2[C:26](=[CH:27][CH:28]=1)[CH:25]=[C:24]([O:29][CH2:31][C:32]#[N:33])[CH:23]=[CH:22]2)[C:2]1[CH:3]=[CH:4][CH:5]=[CH:6][CH:7]=1 |f:2.3.4|. Procedure details: In a similar manner as described in step 1 of Example 3, the title compound was prepared from 6-(1-benzyl-5-phenyl-1H-pyrrol-2-yl)-2-naphthol (0.250 g, 0.665 mmol), prepared in step 2 of Example 2, bromoacetonitrile (0.096 g, 0.80 mmol) and cesium carbonate (1.08 g, 3.33 mmol) with the exception that the reaction was complete after 70 minutes at ambient temperature. The crude material was dissolved in methylene chloride and filtered through silica gel (45 g, 200–300 mesh). The solvent was remove... Reactants: CC1=NC(=NC=C1C(=O)O)C1=NC=CC=N1 (4-methyl-[2,2′]bipyrimidinyl-5-carboxylic acid), C1(CC1)C=1N(C2=CC=C(C=C2C1)F)N (2-cyclopropyl-5-fluoro-indol-1-ylamine), C[N+]1(CCOCC1)C2=NC(=NC(=N2)OC)OC.[Cl-] (DMTMM). Solvent: C(=O)([O-])[O-].[Na+].[Na+] (Na2CO3), CN(C)C=O (DMF). Conditions: temperature 40 celsius, time 1 hour. Product: C1(CC1)C=1N(C2=CC=C(C=C2C1)F)NC(=O)C=1C(=NC(=NC1)C1=NC=CC=N1)C (4-methyl-[2,2′]bipyrimidinyl-5-carboxylic acid (2-cyclopropyl-5-fluoro-indol-1-yl)-amide). Isolated yield 12.7%. As a reaction SMILES: [CH3:1][C:2]1[C:7]([C:8]([OH:10])=O)=[CH:6][N:5]=[C:4]([C:11]2[N:16]=[CH:15][CH:14]=[CH:13][N:12]=2)[N:3]=1.[CH:17]1([C:20]2[N:21]([NH2:30])[C:22]3[C:27]([CH:28]=2)=[CH:26][C:25]([F:29])=[CH:24][CH:23]=3)[CH2:19][CH2:18]1.C[N+]1(C2N=C(OC)N=C(OC)N=2)CCOCC1.[Cl-]>CN(C=O)C.C([O-])([O-])=O.[Na+].[Na+]>[CH:17]1([C:20]2[N:21]([NH:30][C:8]([C:7]3[C:2]([CH3:1])=[N:3][C:4]([C:11]4[N:16]=[CH:15][CH:14]=[CH:13][N:12]=4)=[N:5][CH:6]=3)=[O:10])[C:22]3[C:27]([CH:28]=2)=[CH:26][C:25]([F:29])=[CH:24][CH:23]=3)[CH2:19][CH2:18]1 |f:2.3,5.6.7|. Procedure details: A solution of 4-methyl-[2,2′]bipyrimidinyl-5-carboxylic acid (184 mg, 0.85 mmol) and 2-cyclopropyl-5-fluoro-indol-1-ylamine (135 mg, 0.71 mmol) in DMF (3 mL) is stirred at 40° C. for 1 h. The mixture is treated with DMTMM (235 mg, 0.71 mmol) and stirred at 40° C. for 1 h. The mixture is diluted with saturated aqueous Na2CO3 (5 mL) and stirred for 5 min. The precipitate is collected by filtration and dried in vacuo to afford 4-methyl-[2,2′]bipyrimidinyl-5-carboxylic acid (2-cyclopropyl-5-fluoro-i... Starting materials: N1=CC=C(C=C1)C(C1=CC=CC=C1)=NO (Phenyl 4-pyridinyl ketone oxime), [H-].[Na+] (sodium hydride), CN(C=O)C (dimethyl formamide), [H][H] (hydrogen), ClCC#N (chloroacetonitrile). Reaction conditions: time 1 hour. Product: N1=CC=C(C=C1)C(=O)C1=CC=CC=C1 (phenyl 4-pyridinyl ketone), O-cyanomethyl oxime. As a reaction SMILES: [N:1]1[CH:6]=[CH:5][C:4]([C:7](=NO)[C:8]2[CH:13]=[CH:12][CH:11]=[CH:10][CH:9]=2)=[CH:3][CH:2]=1.[H-].[Na+].[H][H].ClCC#N.CN(C)C=[O:27]>>[N:1]1[CH:6]=[CH:5][C:4]([C:7]([C:8]2[CH:13]=[CH:12][CH:11]=[CH:10][CH:9]=2)=[O:27])=[CH:3][CH:2]=1 |f:1.2|. Reported procedure: Phenyl 4-pyridinyl ketone oxime (5.4 g) was stirred in 50 ml of dimethyl formamide containing 1.5 g of a 50% dispersion of sodium hydride in oil, for 0.5 hours at room temperature. After the hydrogen evolution was completed, chloroacetonitrile (2.5 g) was added. The reaction mixture was stirred for 1 hour. The greater part of the dimethyl formamide was evaporated at reduced pressure, and then the residue was treated with ether and water. The ether layer was separated and dried over magnesium sul... Reactants: CC(C)(C)c1ccc(S(=O)(=O)Cl)cc1, CCN(C(C)C)C(C)C, Clc1cccnc1N1CCNCC1, ClCCl. Yields the product CC(C)(C)c1ccc(S(=O)(=O)N2CCN(c3ncccc3Cl)CC2)cc1. As a reaction SMILES: [C:23]([CH3:24])([CH3:25])([CH3:26])[c:27]1[cH:28][cH:29][c:30]([S:33](=[O:34])(=[O:35])[Cl:36])[cH:31][cH:32]1.[CH:14]([N:15]([CH:16]([CH3:17])[CH3:18])[CH2:19][CH3:20])([CH3:21])[CH3:22].[Cl:1][c:2]1[c:3]([N:8]2[CH2:9][CH2:10][NH:11][CH2:12][CH2:13]2)[n:4][cH:5][cH:6][cH:7]1.[Cl:37][CH2:38][Cl:39]>>[Cl:1][c:2]1[c:3]([N:8]2[CH2:9][CH2:10][N:11]([S:33]([c:30]3[cH:29][cH:28][c:27]([C:23]([CH3:24])([CH3:25])[CH3:26])[cH:32][cH:31]3)(=[O:34])=[O:35])[CH2:12][CH2:13]2)[n:4][cH:5][cH:6][cH:7]1.